This data is from the Open Reaction Database (ORD), a public repository of structured organic reaction records. The task is: describe an organic reaction: reactants, conditions, products, and yield Starting materials: CN1C=C(C2=CC=CC=C12)C(C(=O)O)=O ((1-methyl-1H-indol-3-yl)-oxo-acetic acid), C(CC1=CC=CC=C1)N (phenethylamine). Run in CC#N (CH3CN). The product is CN1C=C(C2=CC=CC=C12)C(C(=O)NCCC1=CC=CC=C1)=O (2-(1-Methyl-1H-indol-3-yl)-2-oxo-N-phenethyl-acetamide). As a reaction SMILES: [CH3:1][N:2]1[C:10]2[C:5](=[CH:6][CH:7]=[CH:8][CH:9]=2)[C:4]([C:11](=[O:15])[C:12]([OH:14])=O)=[CH:3]1.[CH2:16]([NH2:24])[CH2:17][C:18]1[CH:23]=[CH:22][CH:21]=[CH:20][CH:19]=1>CC#N>[CH3:1][N:2]1[C:10]2[C:5](=[CH:6][CH:7]=[CH:8][CH:9]=2)[C:4]([C:11](=[O:15])[C:12]([NH:24][CH2:16][CH2:17][C:18]2[CH:23]=[CH:22][CH:21]=[CH:20][CH:19]=2)=[O:14])=[CH:3]1. Procedure details: 2-(1-Methyl-1H-indol-3-yl)-2-oxo-N-phenethyl-acetamide was synthesized following scheme II above starting from (1-methyl-1H-indol-3-yl)-oxo-acetic acid and phenethylamine. Yield (61%). HPLC ret. time 3.38 min, 10-99% CH3CN, 5 min run; 1H NMR (400 MHz, DMSO-d6) δ 8.80 (t, J=5.9 Hz, 1H), 8.73 (s, 1H), 8.25 (m, 1H), 7.60 (m, 1H), 7.36-7.20 (m, 7H), 3.91 (s, 3H), 3.47 (m, 2H), 2.86 (t, J=7.4 Hz, 2H); ESI-MS 307.3 m/z (MH+). The reactants are COC(=O)c1ccc2c(c1)C(C)(Cc1ccccc1)CO2, CCO, Cl, [Na+], C1CCOC1, [OH-], O. The product is CC1(Cc2ccccc2)COc2ccc(C(=O)O)cc21. RXN SMILES: [CH3:1][O:2][C:3](=[O:4])[c:5]1[cH:6][cH:7][c:8]2[c:9]([cH:21]1)[C:10]([CH3:13])([CH2:14][c:15]1[cH:16][cH:17][cH:18][cH:19][cH:20]1)[CH2:11][O:12]2.[CH3:24][CH2:25][OH:26].[ClH:27].[Na+:23].[O:28]1[CH2:29][CH2:30][CH2:31][CH2:32]1.[OH-:22].[OH2:33]>>[O:2]=[C:3]([OH:4])[c:5]1[cH:6][cH:7][c:8]2[c:9]([cH:21]1)[C:10]([CH3:13])([CH2:14][c:15]1[cH:16][cH:17][cH:18][cH:19][cH:20]1)[CH2:11][O:12]2.